Dataset: the Open Reaction Database (ORD), a public repository of structured organic reaction records. Task: describe an organic reaction: reactants, conditions, products, and yield Starting materials: ClC1=NC=C(C(=N1)Cl)C(=O)C1=NC(=NC=C1)SC ((2,4-dichloro-pyrimidin-5-yl)-(2-methylsulfanyl-pyrimidin-4-yl)-methanone), O.NN (hydrazine hydrate), CCN(C(C)C)C(C)C (DIPEA). The solvent is C1CCOC1 (THF). Conditions: temperature 50 celsius. The product is ClC1=NC=C2C(=N1)NN=C2C2=NC(=NC=C2)SC (6-chloro-3-(2-methylsulfanyl-pyrimidin-4-yl)-1H-pyrazolo[3,4-d]pyrimidine). RXN SMILES: [Cl:1][C:2]1[N:7]=[C:6](Cl)[C:5]([C:9]([C:11]2[CH:16]=[CH:15][N:14]=[C:13]([S:17][CH3:18])[N:12]=2)=O)=[CH:4][N:3]=1.O.[NH2:20][NH2:21].CCN(C(C)C)C(C)C>C1COCC1>[Cl:1][C:2]1[N:7]=[C:6]2[NH:20][N:21]=[C:9]([C:11]3[CH:16]=[CH:15][N:14]=[C:13]([S:17][CH3:18])[N:12]=3)[C:5]2=[CH:4][N:3]=1 |f:1.2|. Procedure: To a solution of (2,4-dichloro-pyrimidin-5-yl)-(2-methylsulfanyl-pyrimidin-4-yl)-methanone (9.52 g, 31.6 mmol) in THF (100 mL) was added hydrazine hydrate (2.3 g, 46 mmol) and DIPEA (5.9 g, 45.7 mmol). The mixture was heated at 50° C. for 4 hours, then concentrated to dryness. The resulting precipitate was collected by filtration and washed with water to give 6-chloro-3-(2-methylsulfanyl-pyrimidin-4-yl)-1H-pyrazolo[3,4-d]pyrimidine as a yellow solid. (Yield 7.8 g, 88%).